This data is from the Open Reaction Database (ORD), a public repository of structured organic reaction records. The task is: describe an organic reaction: reactants, conditions, products, and yield Starting materials: CN(C)C=O, Cc1c(Cl)c(F)cn2c(=O)[nH]c(=O)c(C3CC3)c12, [H-], O=[N+]([O-])c1ccc(NO)c([N+](=O)[O-])c1, [Na+], C1CCOC1, O. Product: Cc1c(Cl)c(F)cn2c(=O)n(N)c(=O)c(C3CC3)c12. RXN SMILES: [CH3:41][N:42]([CH3:43])[CH:44]=[O:45].[Cl:1][c:2]1[c:3]([CH3:18])[c:4]2[n:5]([c:6](=[O:14])[nH:7][c:8](=[O:13])[c:9]2[CH:10]2[CH2:11][CH2:12]2)[cH:15][c:16]1[F:17].[H-:24].[N+:26]([c:27]1[cH:28][c:29]([N+:30]([O-:31])=[O:32])[cH:33][cH:34][c:35]1[NH:36][OH:37])([O-:38])=[O:39].[Na+:25].[O:19]1[CH2:20][CH2:21][CH2:22][CH2:23]1.[OH2:40]>>[Cl:1][c:2]1[c:3]([CH3:18])[c:4]2[n:5]([c:6](=[O:14])[n:7]([NH2:26])[c:8](=[O:13])[c:9]2[CH:10]2[CH2:11][CH2:12]2)[cH:15][c:16]1[F:17]. Starting materials: C#CCBr, CS(C)=O, [K+], [K+], Nc1ncnc2cc(CN3CCNCC3=O)ccc12, O=C([O-])[O-]. Product: C#CCN1CCN(Cc2ccc3c(N)ncnc3c2)C(=O)C1. RXN SMILES: [CH2:1]([C:2]#[CH:3])[Br:4].[CH3:30][S:31]([CH3:32])=[O:33].[K+:24].[K+:25].[NH2:5][c:6]1[n:7][cH:8][n:9][c:10]2[cH:11][c:12]([CH2:16][N:17]3[C:18](=[O:23])[CH2:19][NH:20][CH2:21][CH2:22]3)[cH:13][cH:14][c:15]12.[O-:26][C:27]([O-:28])=[O:29]>>[CH:1]#[C:2][CH2:3][N:20]1[CH2:19][C:18](=[O:23])[N:17]([CH2:16][c:12]2[cH:11][c:10]3[n:9][cH:8][n:7][c:6]([NH2:5])[c:15]3[cH:14][cH:13]2)[CH2:22][CH2:21]1. The reactants are COC(=O)c1ccc(C(=CC(C)C)c2cc3cc(F)cnc3[nH]2)cc1F, CO. RXN SMILES: [CH3:1][O:2][C:3]([c:4]1[c:5]([F:25])[cH:6][c:7]([C:10](=[CH:11][CH:12]([CH3:13])[CH3:14])[c:15]2[cH:16][c:17]3[c:18]([n:19][cH:20][c:21]([F:23])[cH:22]3)[nH:24]2)[cH:8][cH:9]1)=[O:26].[CH3:27][OH:28]>>[CH3:1][O:2][C:3]([c:4]1[c:5]([F:25])[cH:6][c:7]([CH:10]([CH2:11][CH:12]([CH3:13])[CH3:14])[c:15]2[cH:16][c:17]3[c:18]([n:19][cH:20][c:21]([F:23])[cH:22]3)[nH:24]2)[cH:8][cH:9]1)=[O:26]. Yields the product COC(=O)c1ccc(C(CC(C)C)c2cc3cc(F)cnc3[nH]2)cc1F. The reactants are ClCCl, CNC(=O)NC(=O)C(CC1CCC(O)C1)c1ccc(Cl)c(Cl)c1, O=[Cr](=O)([O-])Cl, c1cc[nH+]cc1. Product: CNC(=O)NC(=O)C(CC1CCC(=O)C1)c1ccc(Cl)c(Cl)c1. RXN SMILES: [CH2:35]([Cl:36])[Cl:37].[Cl:1][c:2]1[cH:3][c:4]([CH:9]([C:10](=[O:11])[NH:12][C:13](=[O:14])[NH:15][CH3:16])[CH2:17][CH:18]2[CH2:19][CH:20]([OH:23])[CH2:21][CH2:22]2)[cH:5][cH:6][c:7]1[Cl:8].[O:24]=[Cr:25]([Cl:26])([O-:27])=[O:28].[nH+:29]1[cH:30][cH:31][cH:32][cH:33][cH:34]1>>[Cl:1][c:2]1[cH:3][c:4]([CH:9]([C:10](=[O:11])[NH:12][C:13](=[O:14])[NH:15][CH3:16])[CH2:17][CH:18]2[CH2:19][C:20](=[O:23])[CH2:21][CH2:22]2)[cH:5][cH:6][c:7]1[Cl:8].